From a dataset of the Open Reaction Database (ORD), a public repository of structured organic reaction records. describe an organic reaction: reactants, conditions, products, and yield Reactants: CN(C=O)C (N,N-dimethylformamide), C1(=CC=CC=C1)C1=CC=C(C=C1)O (p-phenylphenol), [N+](=O)([O-])C1=CC(=CC=C1)[N+](=O)[O-] (m-dinitrobenzene), C([O-])([O-])=O.[K+].[K+] (potassium carbonate). Solvent: C1(=CC=CC=C1)C (toluene). Reaction conditions: temperature 140 celsius, time 15 hour. The product is [N+](=O)([O-])C=1C=C(OC2=CC=C(C=C2)C2=CC=CC=C2)C=CC1 (4-(3-nitrophenoxy)-1,1'-biphenyl). Isolated yield 70.1%. Reaction SMILES: CN(C)C=O.[C:6]1([C:12]2[CH:17]=[CH:16][C:15]([OH:18])=[CH:14][CH:13]=2)[CH:11]=[CH:10][CH:9]=[CH:8][CH:7]=1.[N+:19]([C:22]1[CH:27]=[CH:26][CH:25]=[C:24]([N+]([O-])=O)[CH:23]=1)([O-:21])=[O:20].C(=O)([O-])[O-].[K+].[K+]>C1(C)C=CC=CC=1>[N+:19]([C:22]1[CH:23]=[C:24]([CH:25]=[CH:26][CH:27]=1)[O:18][C:15]1[CH:14]=[CH:13][C:12]([C:6]2[CH:7]=[CH:8][CH:9]=[CH:10][CH:11]=2)=[CH:17][CH:16]=1)([O-:21])=[O:20] |f:3.4.5|. Procedure details: To a four necked flask equipped with a thermometer, reflux condenser and stirrer, 400 g of N,N-dimethylformamide (DMF), 40 g of toluene, 80 g (0.47 mol) of p-phenylphenol, 86.9 g (0.517 mol) of m-dinitrobenzene, and 35.9 g (0.26 mol) of potassium carbonate were charged. The mixture was heated to 140° C. with stirring and aged at 140° C. for 15 hours. After finishing the reaction, the reaction mixture was cooled to 100° C. and filtered to remove inorganic salts. The filtrate was incorporated with... Starting materials: C(C)(C)(C)OC(=O)NC[C@H](C)N1C(=CC=2C1=NC(=CC2)C(=O)OCC)C(=O)OCC (diethyl 1-{(2S)-1-[(tert-butoxycarbonyl)amino]propan-2-yl}-1H-pyrrolo[2,3-b]pyridine-2,6-dicarboxylate), C(=O)(C(F)(F)F)O (TFA). Run in C(Cl)Cl (CH2Cl2). Reaction conditions: time 3 hour. Yields the product NC[C@H](C)N1C(=CC=2C1=NC(=CC2)C(=O)OCC)C(=O)OCC (Diethyl 1-[(2S)-1-aminopropan-2-yl]-1H-pyrrolo[2,3-b]pyridine-2,6-dicarboxylate). Isolated yield 95.0%. As a reaction SMILES: C(OC([NH:8][CH2:9][C@@H:10]([N:12]1[C:16]2=[N:17][C:18]([C:21]([O:23][CH2:24][CH3:25])=[O:22])=[CH:19][CH:20]=[C:15]2[CH:14]=[C:13]1[C:26]([O:28][CH2:29][CH3:30])=[O:27])[CH3:11])=O)(C)(C)C.C(O)(C(F)(F)F)=O>C(Cl)Cl>[NH2:8][CH2:9][C@@H:10]([N:12]1[C:16]2=[N:17][C:18]([C:21]([O:23][CH2:24][CH3:25])=[O:22])=[CH:19][CH:20]=[C:15]2[CH:14]=[C:13]1[C:26]([O:28][CH2:29][CH3:30])=[O:27])[CH3:11]. Procedure details: To a solution of diethyl 1-{(2S)-1-[(tert-butoxycarbonyl)amino]propan-2-yl}-1H-pyrrolo[2,3-b]pyridine-2,6-dicarboxylate (3.00 g, 7.15 mmol) in CH2Cl2 (20 mL) is added TFA (10 mL). The mixture is stirred at room temperature for 3 hr then is concentrated under reduced pressure. The residue is taken up in ethyl acetate and is washed with brine, is dried (Na2SO4) and concentrated in vacuo to afford the title compound (2.17 g) which is used in the next step without purification. Reactants: CC#CC(C)O, CC1CC(C)CN(c2nc(S(C)=O)ns2)C1, CN(C)C=O, COC(C)(C)C, [H-], [Na+]. The product is CC#CC(C)Oc1nsc(N2CC(C)CC(C)C2)n1. As a reaction SMILES: [CH3:17][CH:18]([C:19]#[C:20][CH3:21])[OH:22].[CH3:1][S:2](=[O:3])[c:4]1[n:5][s:6][c:7]([N:9]2[CH2:10][CH:11]([CH3:16])[CH2:12][CH:13]([CH3:15])[CH2:14]2)[n:8]1.[CH3:25][N:26]([CH3:27])[CH:28]=[O:29].[CH3:30][O:31][C:32]([CH3:33])([CH3:34])[CH3:35].[H-:23].[Na+:24]>>[c:4]1([O:22][CH:18]([CH3:17])[C:19]#[C:20][CH3:21])[n:5][s:6][c:7]([N:9]2[CH2:10][CH:11]([CH3:16])[CH2:12][CH:13]([CH3:15])[CH2:14]2)[n:8]1. Reactants: C(C)(=O)NCC1CN(CCO1)CCCOC1=CC=C(C=C1)Cl (2-acetylaminomethyl-4-[3-(4-chlorophenoxy)propyl]morpholine). Run in [OH-].[Na+] (sodium hydroxide). Reaction conditions: time 20 hour. The product is NCC1CN(CCO1)CCCOC1=CC=C(C=C1)Cl (2-aminomethyl-4-[3-(4-chlorophenoxy)propyl]morpholine). RXN SMILES: C([NH:4][CH2:5][CH:6]1[O:11][CH2:10][CH2:9][N:8]([CH2:12][CH2:13][CH2:14][O:15][C:16]2[CH:21]=[CH:20][C:19]([Cl:22])=[CH:18][CH:17]=2)[CH2:7]1)(=O)C>[OH-].[Na+]>[NH2:4][CH2:5][CH:6]1[O:11][CH2:10][CH2:9][N:8]([CH2:12][CH2:13][CH2:14][O:15][C:16]2[CH:17]=[CH:18][C:19]([Cl:22])=[CH:20][CH:21]=2)[CH2:7]1 |f:1.2|. Reported procedure: A mixture of 2-acetylaminomethyl-4-[3-(4-chlorophenoxy)propyl]morpholine (3.3 g) and 10% aqueous sodium hydroxide solution (60 ml) is refluxed with stirring for 20 hours. The reaction mixture is extracted with chloroform, and the organic layer is washed successively with water and saturated aqueous sodium chloride solution, and dried over magnesium sulfate. Removal of the solvent under reduced pressure gives the title compound as an oil.